Dataset: the Open Reaction Database (ORD), a public repository of structured organic reaction records. Task: describe an organic reaction: reactants, conditions, products, and yield Starting materials: CC(C)(C)[Si](C)(C)Cl, CCC1C=C(C)CC(C)CC(OC)C2OC(O)(C(=O)C(=O)N3CCCCC3C(=O)OC(C(C)=CC3CCC(O)C(O)C3)C(C)CCC1=O)C(C)CC2OC, ClCCl, CCOC(C)=O, c1c[nH]cn1. Product: CCC1C=C(C)CC(C)CC(OC)C2OC(O)(C(=O)C(=O)N3CCCCC3C(=O)OC(C(C)=CC3CCC(O[Si](C)(C)C(C)(C)C)C(O)C3)C(C)CCC1=O)C(C)CC2OC. Reaction SMILES: [C:60]([CH3:61])([CH3:62])([CH3:63])[Si:64]([CH3:65])([CH3:66])[Cl:67].[CH2:1]([CH3:2])[CH:3]1[C:4](=[O:54])[CH2:5][CH2:6][CH:7]([CH3:53])[CH:8]([C:42](=[CH:43][CH:44]2[CH2:45][CH:46]([OH:51])[CH:47]([OH:50])[CH2:48][CH2:49]2)[CH3:52])[O:9][C:10](=[O:41])[CH:11]2[CH2:12][CH2:13][CH2:14][CH2:15][N:16]2[C:17](=[O:40])[C:18](=[O:39])[C:19]2([OH:38])[CH:20]([CH3:37])[CH2:21][CH:22]([O:35][CH3:36])[CH:23]([CH:24]([O:32][CH3:33])[CH2:25][CH:26]([CH3:31])[CH2:27][C:28]([CH3:30])=[CH:29]1)[O:34]2.[CH2:68]([Cl:69])[Cl:70].[CH3:71][CH2:72][O:73][C:74](=[O:75])[CH3:76].[nH:55]1[cH:56][cH:57][n:58][cH:59]1>>[CH2:1]([CH3:2])[CH:3]1[C:4](=[O:54])[CH2:5][CH2:6][CH:7]([CH3:53])[CH:8]([C:42](=[CH:43][CH:44]2[CH2:45][CH:46]([OH:51])[CH:47]([O:50][Si:64]([C:60]([CH3:61])([CH3:62])[CH3:63])([CH3:65])[CH3:66])[CH2:48][CH2:49]2)[CH3:52])[O:9][C:10](=[O:41])[CH:11]2[CH2:12][CH2:13][CH2:14][CH2:15][N:16]2[C:17](=[O:40])[C:18](=[O:39])[C:19]2([OH:38])[CH:20]([CH3:37])[CH2:21][CH:22]([O:35][CH3:36])[CH:23]([CH:24]([O:32][CH3:33])[CH2:25][CH:26]([CH3:31])[CH2:27][C:28]([CH3:30])=[CH:29]1)[O:34]2. The reactants are C1(=CC=CC=C1)SC=1C=CC=2N(C1)C=C(N2)NC(C(F)(F)F)=O (6-(phenylthio) 2-(trifluoroacetamido) imidazo [1,2-a] pyridine), [OH-].[Na+] (sodium hydroxide). Yields the product NC=1N=C2N(C=C(C=C2)SC2=CC=CC=C2)C1 (2-amino 6-(phenylthio) imidazo [1,2-a] pyridine). Reaction SMILES: [C:1]1([S:7][C:8]2[CH:9]=[CH:10][C:11]3[N:12]([CH:14]=[C:15]([NH:17]C(=O)C(F)(F)F)[N:16]=3)[CH:13]=2)[CH:6]=[CH:5][CH:4]=[CH:3][CH:2]=1.[OH-].[Na+]>>[NH2:17][C:15]1[N:16]=[C:11]2[CH:10]=[CH:9][C:8]([S:7][C:1]3[CH:6]=[CH:5][CH:4]=[CH:3][CH:2]=3)=[CH:13][N:12]2[CH:14]=1 |f:1.2|. Procedure details: A suspension of 0.200 g. of 6-(phenylthio) 2-(trifluoroacetamido) imidazo [1,2-a] pyridine in 1 ml. of 2.5 N aqueous sodium hydroxide is stirred for 90 minutes at room temperature. The reaction mixture is extracted with methylene chloride and the extracts are washed with water and dried over magnesium sulfate. Evaporation of the solvent yields 2-amino 6-(phenylthio) imidazo [1,2-a] pyridine, m.p. 110°-112° C. Starting materials: Cl (HCl), [OH-].[K+] (potassium hydroxide), C(N)(=O)C1=C(N=C(C(=N1)C1=CC=C(C=C1)C1=C(C=C(C=C1)C(C(=O)OC)C)Cl)C)C (methyl 2-(4′-(6-carbamoyl-3,5-dimethylpyrazin-2-yl)-2-chlorobiphenyl-4-yl)propanoate), C(N)(=O)C1=C(N=C(C(=N1)C1=CC=C(C=C1)C1=C(C=C(C=C1)C(C(=O)OC)C)Cl)C)C (methyl 2-(4′-(6-carbamoyl-3,5-dimethylpyrazin-2-yl)-2-chlorobiphenyl-4-yl)propanoate). The solvent is C(C)(C)(C)O (tert-butanol). Run at temperature 45 celsius, time 30 minute. The product is C(N)(=O)C1=C(N=C(C(=N1)C1=CC=C(C=C1)C1=C(C=C(C=C1)C(C(=O)O)C)Cl)C)C (racemic 2-(4′-(6-carbamoyl-3,5-dimethylpyrazin-2-yl)-2-chlorobiphenyl-4-yl)propanoic acid). Yield: 74.7%. As a reaction SMILES: [OH-].[K+].[C:3]([C:6]1[N:11]=[C:10]([C:12]2[CH:17]=[CH:16][C:15]([C:18]3[CH:23]=[CH:22][C:21]([CH:24]([CH3:29])[C:25]([O:27]C)=[O:26])=[CH:20][C:19]=3[Cl:30])=[CH:14][CH:13]=2)[C:9]([CH3:31])=[N:8][C:7]=1[CH3:32])(=[O:5])[NH2:4].Cl>C(O)(C)(C)C>[C:3]([C:6]1[N:11]=[C:10]([C:12]2[CH:13]=[CH:14][C:15]([C:18]3[CH:23]=[CH:22][C:21]([CH:24]([CH3:29])[C:25]([OH:27])=[O:26])=[CH:20][C:19]=3[Cl:30])=[CH:16][CH:17]=2)[C:9]([CH3:31])=[N:8][C:7]=1[CH3:32])(=[O:5])[NH2:4] |f:0.1|. Procedure details: Powdered potassium hydroxide (331 mg, 5.90 mmol) was added in one portion to methyl 2-(4′-(6-carbamoyl-3,5-dimethylpyrazin-2-yl)-2-chlorobiphenyl-4-yl)propanoate (Intermediate 8-1; 834 mg, 1.97 mmol) in tert-butanol (20 mL) at 45° C. The resulting solution was stirred at 45° C. for 30 minutes. 2M HCl (6 mL) was added and the mixture was evaporated to remove the organic solvent. The suspension was collected by filtration, washed with water and dried under vacuum to afford crude product. The crude... The reactants are FC=1C(=C(C=C(C=O)C1)OC)O (5-fluorovanillin), ClC=1C=C(C=CC1)NC(CC#N)=O (N-(3-chlorophenyl) cyanoacetamide). Product: ClC=1C=C(C=CC1)NC(C(=CC1=CC(=C(C(=C1)OC)O)F)C#N)=O (N-(3-chlorophenyl)-2-cyano-3-(3-fluoro-4-hydroxy-5-methoxyphenyl) propenamide). The yield is 57.0%. As a reaction SMILES: [F:1][C:2]1[C:3]([OH:12])=[C:4]([O:10][CH3:11])[CH:5]=[C:6]([CH:9]=1)[CH:7]=O.[Cl:13][C:14]1[CH:15]=[C:16]([NH:20][C:21](=[O:25])[CH2:22][C:23]#[N:24])[CH:17]=[CH:18][CH:19]=1>>[Cl:13][C:14]1[CH:15]=[C:16]([NH:20][C:21](=[O:25])[C:22]([C:23]#[N:24])=[CH:7][C:6]2[CH:5]=[C:4]([O:10][CH3:11])[C:3]([OH:12])=[C:2]([F:1])[CH:9]=2)[CH:17]=[CH:18][CH:19]=1. Procedure: The reaction was effected in the same manner as in Example 1 with 5-fluorovanillin (410 mg, 2.41 mmol) and N-(3-chlorophenyl) cyanoacetamide (469 mg, 2.41 mmol) to give the objective N-(3-chlorophenyl)-2-cyano-3-(3-fluoro-4-hydroxy-5-methoxyphenyl) propenamide (476 mg, 57% in yield) as yellow powders. Reactants: [BH3-]C#N, CO, O=CCCCCS(=O)CCCC(F)(F)C(F)(F)F, COCOc1ccc(C2(C)COc3cc(OCOC)ccc3C2CCCN)cc1, [Na+], O. The product is COCOc1ccc(C2(C)COc3cc(OCOC)ccc3C2CCCNCCCCCS(=O)CCCC(F)(F)C(F)(F)F)cc1. Reaction SMILES: [C:48]([BH3-:49])#[N:50].[CH3:53][OH:54].[F:30][C:31]([CH2:32][CH2:33][CH2:34][S:35](=[O:36])[CH2:37][CH2:38][CH2:39][CH2:40][CH:41]=[O:42])([C:43]([F:44])([F:45])[F:46])[F:47].[NH2:1][CH2:2][CH2:3][CH2:4][CH:5]1[C:6]([CH3:19])([c:20]2[cH:21][cH:22][c:23]([O:26][CH2:27][O:28][CH3:29])[cH:24][cH:25]2)[CH2:7][O:8][c:9]2[cH:10][c:11]([O:15][CH2:16][O:17][CH3:18])[cH:12][cH:13][c:14]21.[Na+:51].[OH2:52]>>[NH:1]([CH2:2][CH2:3][CH2:4][CH:5]1[C:6]([CH3:19])([c:20]2[cH:21][cH:22][c:23]([O:26][CH2:27][O:28][CH3:29])[cH:24][cH:25]2)[CH2:7][O:8][c:9]2[cH:10][c:11]([O:15][CH2:16][O:17][CH3:18])[cH:12][cH:13][c:14]21)[CH2:41][CH2:40][CH2:39][CH2:38][CH2:37][S:35]([CH2:34][CH2:33][CH2:32][C:31]([F:30])([C:43]([F:44])([F:45])[F:46])[F:47])=[O:36]. Starting materials: BrCCBr, CC[N+](CC)(CC)Cc1ccccc1, CCC(CC)(C(=O)[O-])C(=O)[O-], [Cl-], [Na+], [OH-]. Yields the product O=C(O)C1(C(=O)O)CC1. Reaction SMILES: [Br:12][CH2:13][CH2:14][Br:15].[CH2:19]([N+:20]([CH2:21][CH3:22])([CH2:23][CH3:24])[CH2:25][CH3:26])[c:27]1[cH:28][cH:29][cH:30][cH:31][cH:32]1.[CH2:1]([CH3:2])[C:3]([C:4](=[O:5])[O-:6])([C:7](=[O:8])[O-:9])[CH2:10][CH3:11].[Cl-:18].[Na+:17].[OH-:16]>>[C:3]1([C:4](=[O:5])[OH:6])([C:7](=[O:8])[OH:9])[CH2:10][CH2:11]1. The reactants are CNS(=O)(=O)Cl (N-methyl sulfamoyl chloride), O1CCCC1 (tetrahydrofuran), C(C)(C)(C)OC(N[C@@H]1CC[C@H](CC1)NC1=NC(=C2N=CN(C2=N1)C1CCCC1)NC1CCNCC1)=O (trans-{4-[9-cyclopentyl-6-(piperidin-4-ylamino)-9H-purin-2-ylamino]-cyclohexyl}-carbamic acid tert-butyl ester), C(C)(C)(C)OC(N[C@@H]1CC[C@H](CC1)NC1=NC(=C2N=CN(C2=N1)C1CCCC1)NC1CCNCC1)=O (trans-{4-[9-cyclopentyl-6-(piperidin-4-ylamino)-9H-purin-2-ylamino]-cyclohexyl}-carbamic acid tert-butyl ester), O1CCCC1 (tetrahydrofuran), Cl (HCl). Run in O1CCOCC1 (dioxane). Run at temperature 55 celsius, time 3 hour. Product: CNS(=O)(=O)N1CCC(CC1)NC1=C2N=CN(C2=NC(=N1)NC1CCC(CC1)N)C1CCCC1 (4-[2-(4-amino-cyclohexylamino)-9-cyclopentyl-9H-purin-6-ylamino]-piperidine-1-sulfonic acid methylamide). As a reaction SMILES: [CH3:1][NH:2][S:3](Cl)(=[O:5])=[O:4].O1CCCC1.C(OC(=O)[NH:18][C@H:19]1[CH2:24][CH2:23][C@H:22]([NH:25][C:26]2[N:34]=[C:33]3[C:29]([N:30]=[CH:31][N:32]3[CH:35]3[CH2:39][CH2:38][CH2:37][CH2:36]3)=[C:28]([NH:40][CH:41]3[CH2:46][CH2:45][NH:44][CH2:43][CH2:42]3)[N:27]=2)[CH2:21][CH2:20]1)(C)(C)C.Cl>O1CCOCC1>[CH3:1][NH:2][S:3]([N:44]1[CH2:45][CH2:46][CH:41]([NH:40][C:28]2[N:27]=[C:26]([NH:25][CH:22]3[CH2:23][CH2:24][CH:19]([NH2:18])[CH2:20][CH2:21]3)[N:34]=[C:33]3[C:29]=2[N:30]=[CH:31][N:32]3[CH:35]2[CH2:39][CH2:38][CH2:37][CH2:36]2)[CH2:42][CH2:43]1)(=[O:5])=[O:4]. Reported procedure: Treat a stirred, cooled (0° C.) solution of N-methyl sulfamoyl chloride (0.2 mmol) and anhydrous tetrahydrofuran (275 mL) with a solution of trans-{4-[9-cyclopentyl-6-(piperidin-4-ylamino)-9H-purin-2-ylamino]-cyclohexyl}-carbamic acid tert-butyl ester (9a, 0.2 mmol) triethylamine (9a 0.2 mmol) and tetrahydrofuran (4 mL) overnight at room temperature. Warm to 55° C., cool to room temperature and add 1.0 ml of 4N HCl in dioxane. Allow to stand for 3 hours, concentrate and dissolve the residue in D...